Dataset: the Open Reaction Database (ORD), a public repository of structured organic reaction records. Task: describe an organic reaction: reactants, conditions, products, and yield Starting materials: O1C(OCC1)CC[C@@H]1CC[C@H](CC1)[C@@H]1CC[C@H](CC1)C=CC1=CC=C(C=C1)F (β-[trans-4-[trans-4-(2-(1,3-dioxolan-2-yl)ethyl)cyclohexyl]cyclohexyl]-4-fluorostyrene), [H][H] (hydrogen). The reagents and catalysts are [Pd] (palladium-charcoal). Run in C(C)O (ethanol), C1(=CC=CC=C1)C (toluene). Yields the product O1C(OCC1)CC[C@@H]1CC[C@H](CC1)[C@@H]1CC[C@H](CC1)CCC1=CC=C(C=C1)F (1-[2-[trans-4-[trans-4-(2-(1,3-dioxolan-2-yl)ethyl)cyclohexyl]cyclohexyl]ethyl]-4-fluorobenzene). RXN SMILES: [O:1]1[CH2:5][CH2:4][O:3][CH:2]1[CH2:6][CH2:7][C@H:8]1[CH2:13][CH2:12][C@H:11]([C@H:14]2[CH2:19][CH2:18][C@H:17]([CH:20]=[CH:21][C:22]3[CH:27]=[CH:26][C:25]([F:28])=[CH:24][CH:23]=3)[CH2:16][CH2:15]2)[CH2:10][CH2:9]1.[H][H]>C1(C)C=CC=CC=1.C(O)C.[Pd]>[O:1]1[CH2:5][CH2:4][O:3][CH:2]1[CH2:6][CH2:7][C@H:8]1[CH2:13][CH2:12][C@H:11]([C@H:14]2[CH2:15][CH2:16][C@H:17]([CH2:20][CH2:21][C:22]3[CH:23]=[CH:24][C:25]([F:28])=[CH:26][CH:27]=3)[CH2:18][CH2:19]2)[CH2:10][CH2:9]1. Procedure: A solution of 1 g of β-[trans-4-[trans-4-(2-(1,3-dioxolan-2-yl)ethyl)cyclohexyl]cyclohexyl]-4-fluorostyrene in 10 ml of toluene and 5 ml of ethanol is hydrogenated with 500 mg of 5 percent palladium-charcoal at room temperature and normal pressure until the hydrogen uptake comes to a standstill. The black suspension is subsequently filtered. Evaporation of the filtrate gives 1-[2-[trans-4-[trans-4-(2-(1,3-dioxolan-2-yl)ethyl)cyclohexyl]cyclohexyl]ethyl]-4-fluorobenzene. RXN SMILES: [Cl:1][c:2]1[cH:3][c:4]([C:9]2([CH2:22][CH2:23][CH2:24][S:25]([O-:26])(=[O:27])=[O:28])[CH2:10][N:11]([C:14]([c:15]3[cH:16][cH:17][cH:18][cH:19][cH:20]3)=[O:21])[CH2:12][CH2:13]2)[cH:5][cH:6][c:7]1[Cl:8].[ClH:29].[c:30]1([C:36]2([C:42](=[O:43])[NH2:44])[CH2:37][CH2:38][NH:39][CH2:40][CH2:41]2)[cH:31][cH:32][cH:33][cH:34][cH:35]1>>[Cl:1][c:2]1[cH:3][c:4]([C:9]2([CH2:22][CH2:23][N:39]3[CH2:38][CH2:37][C:36]([c:30]4[cH:31][cH:32][cH:33][cH:34][cH:35]4)([C:42](=[O:43])[NH2:44])[CH2:41][CH2:40]3)[CH2:10][N:11]([C:14]([c:15]3[cH:16][cH:17][cH:18][cH:19][cH:20]3)=[O:21])[CH2:12][CH2:13]2)[cH:5][cH:6][c:7]1[Cl:8]. The product is NC(=O)C1(c2ccccc2)CCN(CCC2(c3ccc(Cl)c(Cl)c3)CCN(C(=O)c3ccccc3)C2)CC1. The reactants are O=C(c1ccccc1)N1CCC(CCCS(=O)(=O)[O-])(c2ccc(Cl)c(Cl)c2)C1, Cl, NC(=O)C1(c2ccccc2)CCNCC1. Starting materials: OC1=C(C=O)C=C(C=C1)C(F)(F)F (2-hydroxy-5-trifluoromethyl-benzaldehyde), C(C)(C)(C)OC(=O)N1CCC(CC1)OS(=O)(=O)C (4-methanesulfonyloxy-piperidine-1-carboxylic acid tert-butyl ester), C(=O)([O-])[O-].[K+].[K+] (K2CO3). Solvent: CN(C=O)C (N,N-dimethylformamide). Run at temperature 100 celsius. The product is C(C)(C)(C)OC(=O)N1CCC(CC1)OC1=C(C=C(C=C1)C(F)(F)F)C=O (4-(2-formyl-4-trifluoromethyl-phenoxy)-piperidine-1-carboxylic acid tert-butyl ester). Isolated yield 53.4%. RXN SMILES: [OH:1][C:2]1[CH:9]=[CH:8][C:7]([C:10]([F:13])([F:12])[F:11])=[CH:6][C:3]=1[CH:4]=[O:5].[C:14]([O:18][C:19]([N:21]1[CH2:26][CH2:25][CH:24](OS(C)(=O)=O)[CH2:23][CH2:22]1)=[O:20])([CH3:17])([CH3:16])[CH3:15].C([O-])([O-])=O.[K+].[K+]>CN(C)C=O>[C:14]([O:18][C:19]([N:21]1[CH2:26][CH2:25][CH:24]([O:1][C:2]2[CH:9]=[CH:8][C:7]([C:10]([F:11])([F:12])[F:13])=[CH:6][C:3]=2[CH:4]=[O:5])[CH2:23][CH2:22]1)=[O:20])([CH3:17])([CH3:15])[CH3:16] |f:2.3.4|. Procedure: A mixture of 2-hydroxy-5-trifluoromethyl-benzaldehyde (1.36 g, 7.17 mmol), 4-methanesulfonyloxy-piperidine-1-carboxylic acid tert-butyl ester (2.2 g, 7.88 mmol) and K2CO3 (2.96 g, 21.5 mmol) in anhydrous N,N-dimethylformamide (15 mL) was heated at 100° C. for 1 h. After cooled to room temperature, the mixture was filtered and the filtrate was concentrated. The residue was dissolved in DCM (50 mL). The solution was washed with water, dried over anhydrous Na2SO4 and concentrated. The residue was p...